Dataset: the Open Reaction Database (ORD), a public repository of structured organic reaction records. Task: describe an organic reaction: reactants, conditions, products, and yield The reactants are [Al].[Li] (Lithium aluminum), N(=[N+]=[N-])CC1=CC=C(C(=N1)C)OCC1=CC=CC=C1 (6-azidomethyl-3-benzyloxy-2-methylpyridine), O (water), [OH-].[Na+] (sodium hydroxide), O (water). The solvent is CCOCC (ether). Conditions: time 45 minute. Product: NCC1=CC=C(C(=N1)C)OCC1=CC=CC=C1 (6-aminomethyl-3-benzyloxy-2-methylpyridine). As a reaction SMILES: [Al].[Li].[N:3]([CH2:6][C:7]1[N:12]=[C:11]([CH3:13])[C:10]([O:14][CH2:15][C:16]2[CH:21]=[CH:20][CH:19]=[CH:18][CH:17]=2)=[CH:9][CH:8]=1)=[N+]=[N-].O.[OH-].[Na+]>CCOCC>[NH2:3][CH2:6][C:7]1[N:12]=[C:11]([CH3:13])[C:10]([O:14][CH2:15][C:16]2[CH:17]=[CH:18][CH:19]=[CH:20][CH:21]=2)=[CH:9][CH:8]=1 |f:0.1,4.5,^1:1|. Procedure details: Lithium aluminum hyride (1.27 g) is added to a solution of 6-azidomethyl-3-benzyloxy-2-methylpyridine (7.18 g) in 120 ml of dry ether at room temperature. After stirring for 45 minutes, 1.3 ml of water, 1.3 ml of 15% sodium hydroxide and 3.8 ml of water are added sequentially. The salts are filtered off and the filtrate is evaporated to yield 6-aminomethyl-3-benzyloxy-2-methylpyridine; NMR: (CDCl3) 1.67 (2H), 2.47 (3H), 3.8 (2H), 4.95 (2H). Reactants: OCC=1C=C(OCC#N)C=CC1 (α-(3-Hydroxymethylphenoxy)acetonitrile), S(=O)(Cl)Cl (thionyl chloride). Reagents/catalysts: CN(C=O)C (dimethylformamide). Run in C(C)OCC (diethylether). Yields the product ClCC=1C=C(OCC#N)C=CC1 (α-(3-chloromethylphenoxy)acetonitrile). Reaction SMILES: O[CH2:2][C:3]1[CH:4]=[C:5]([CH:10]=[CH:11][CH:12]=1)[O:6][CH2:7][C:8]#[N:9].S(Cl)([Cl:15])=O>C(OCC)C.CN(C)C=O>[Cl:15][CH2:2][C:3]1[CH:4]=[C:5]([CH:10]=[CH:11][CH:12]=1)[O:6][CH2:7][C:8]#[N:9]. Procedure details: α-(3-Hydroxymethylphenoxy)acetonitrile (0.055 mol) in diethylether (150 ml) is stirred with thionyl chloride (0.060 mol) and a few drops of dimethylformamide at 40° C. for 1 hr. the solution is washed with water and brine, then evaporated to give α-(3-chloromethylphenoxy)acetonitrile as a yellow oil which is used directly in the next step. Starting materials: ClCCl, COC(=O)c1cccc(CC(=O)O)c1, CN(C)c1ccncc1, Nc1cccc(C=Cc2nc(C3CCC3)cs2)c1. Yields the product COC(=O)c1cccc(CC(=O)Nc2cccc(C=Cc3nc(C4CCC4)cs3)c2)c1. As a reaction SMILES: [CH2:42]([Cl:43])[Cl:44].[CH3:1][O:2][C:3]([c:4]1[cH:5][c:6]([CH2:10][C:11](=[O:12])[OH:13])[cH:7][cH:8][cH:9]1)=[O:14].[CH3:33][N:34]([CH3:35])[c:36]1[cH:37][cH:38][n:39][cH:40][cH:41]1.[CH:15]1([c:19]2[n:20][c:21]([CH:24]=[CH:25][c:26]3[cH:27][c:28]([NH2:32])[cH:29][cH:30][cH:31]3)[s:22][cH:23]2)[CH2:16][CH2:17][CH2:18]1>>[CH3:1][O:2][C:3]([c:4]1[cH:5][c:6]([CH2:10][C:11](=[O:13])[NH:32][c:28]2[cH:27][c:26]([CH:25]=[CH:24][c:21]3[n:20][c:19]([CH:15]4[CH2:16][CH2:17][CH2:18]4)[cH:23][s:22]3)[cH:31][cH:30][cH:29]2)[cH:7][cH:8][cH:9]1)=[O:14]. The reactants are CCC(=O)NN, CC(=O)c1cnccn1, CCO. Product: CCC(=O)NN=C(C)c1cnccn1. RXN SMILES: [C:10]([CH2:11][CH3:12])(=[O:13])[NH:14][NH2:15].[C:1]([CH3:2])(=[O:3])[c:4]1[n:5][cH:6][cH:7][n:8][cH:9]1.[CH3:16][CH2:17][OH:18]>>[C:1]([CH3:2])([c:4]1[n:5][cH:6][cH:7][n:8][cH:9]1)=[N:15][NH:14][C:10]([CH2:11][CH3:12])=[O:13]. Starting materials: OCC=1CS[C@H]2N(C1C(=O)OC(C1=CC=CC=C1)C1=CC=CC=C1)C(C2NC(COC2=CC=CC=C2)=O)=O (diphenylmethyl 3-hydroxymethyl-7-phenoxyacetamido-3-cephem-4-carboxylate), FC1=CC=C(C=C1)O (p-fluorophenol). Yields the product FC1=CC=C(OCC=2CS[C@H]3N(C2C(=O)OC(C2=CC=CC=C2)C2=CC=CC=C2)C(C3NC(COC3=CC=CC=C3)=O)=O)C=C1 (Diphenylmethyl 3-(4-fluorophenoxy)methyl-7-phenoxyacetamido-3-cephem-4-carboxylate). As a reaction SMILES: [OH:1][CH2:2][C:3]1[CH2:4][S:5][C@@H:6]2[CH:26]([NH:27][C:28](=[O:37])[CH2:29][O:30][C:31]3[CH:36]=[CH:35][CH:34]=[CH:33][CH:32]=3)[C:25](=[O:38])[N:7]2[C:8]=1[C:9]([O:11][CH:12]([C:19]1[CH:24]=[CH:23][CH:22]=[CH:21][CH:20]=1)[C:13]1[CH:18]=[CH:17][CH:16]=[CH:15][CH:14]=1)=[O:10].[F:39][C:40]1[CH:45]=[CH:44][C:43](O)=[CH:42][CH:41]=1>>[F:39][C:40]1[CH:45]=[CH:44][C:43]([O:1][CH2:2][C:3]2[CH2:4][S:5][C@@H:6]3[CH:26]([NH:27][C:28](=[O:37])[CH2:29][O:30][C:31]4[CH:36]=[CH:35][CH:34]=[CH:33][CH:32]=4)[C:25](=[O:38])[N:7]3[C:8]=2[C:9]([O:11][CH:12]([C:13]2[CH:14]=[CH:15][CH:16]=[CH:17][CH:18]=2)[C:19]2[CH:24]=[CH:23][CH:22]=[CH:21][CH:20]=2)=[O:10])=[CH:42][CH:41]=1. Procedure details: The procedure described in Example 1(a) was repeated, but using 2.00 g of diphenylmethyl 3-hydroxymethyl-7-phenoxyacetamido-3-cephem-4-carboxylate and p-fluorophenol, to afford 400 mg of the title compound as a powder. Reactants: C1CCOC1, COC(=O)C(CC(C)C)c1cc(-c2ccc(C(F)(F)F)cc2)nc(-c2cc(C(F)(F)F)cc(C(F)(F)F)c2)c1, [Na+], [OH-], O=C(O)CC(O)(CC(=O)O)C(=O)O. The product is CC(C)CC(C(=O)O)c1cc(-c2ccc(C(F)(F)F)cc2)nc(-c2cc(C(F)(F)F)cc(C(F)(F)F)c2)c1. RXN SMILES: [CH2:55]1[O:56][CH2:57][CH2:58][CH2:59]1.[CH3:1][O:2][C:3]([CH:4]([CH2:5][CH:6]([CH3:7])[CH3:8])[c:9]1[cH:10][c:11](-[c:25]2[cH:26][c:27]([C:35]([F:36])([F:37])[F:38])[cH:28][c:29]([C:31]([F:32])([F:33])[F:34])[cH:30]2)[n:12][c:13](-[c:15]2[cH:16][cH:17][c:18]([C:21]([F:22])([F:23])[F:24])[cH:19][cH:20]2)[cH:14]1)=[O:39].[Na+:54].[OH-:53].[OH:40][C:41]([CH2:42][C:43]([C:44](=[O:45])[OH:46])([CH2:47][C:48](=[O:49])[OH:50])[OH:51])=[O:52]>>[O:2]=[C:3]([CH:4]([CH2:5][CH:6]([CH3:7])[CH3:8])[c:9]1[cH:10][c:11](-[c:25]2[cH:26][c:27]([C:35]([F:36])([F:37])[F:38])[cH:28][c:29]([C:31]([F:32])([F:33])[F:34])[cH:30]2)[n:12][c:13](-[c:15]2[cH:16][cH:17][c:18]([C:21]([F:22])([F:23])[F:24])[cH:19][cH:20]2)[cH:14]1)[OH:39].